From a dataset of the Open Reaction Database (ORD), a public repository of structured organic reaction records. describe an organic reaction: reactants, conditions, products, and yield Reactants: ice water, [H-].[Na+] (sodium hydride), ClC1=NC=C2N(C(CCNC2=N1)=O)C (10-chloro-6-methyl-2,6,9,11-tetrazabicyclo[5.4.0]undeca-7,9,11-trien-5-one), ClC1=NC=C2N(C(CCNC2=N1)=O)C (10-chloro-6-methyl-2,6,9,11-tetrazabicyclo[5.4.0]undeca-7,9,11-trien-5-one), [H-].[Na+] (Sodium hydride), [Cl-].[NH4+] (ammonium chloride), C(C1=CC=CC=C1)Br (Benzyl bromide). Run in CC(=O)N(C)C (DMA), CO (methanol), CC(=O)N(C)C (DMA). Run at time 15 minute. The product is C(C1=CC=CC=C1)N1C2=NC(=NC=C2N(C(CC1)=O)C)Cl (2-benzyl-10-chloro-6-methyl-2,6,9,11-tetrazabicyclo[5.4.0]undeca-7,9,11-trien-5-one), gum. Yield: 89.0%. As a reaction SMILES: [H-].[Na+].[Cl:3][C:4]1[N:14]=[C:13]2[C:7]([N:8]([CH3:16])[C:9](=[O:15])[CH2:10][CH2:11][NH:12]2)=[CH:6][N:5]=1.[CH2:17](Br)[C:18]1[CH:23]=[CH:22][CH:21]=[CH:20][CH:19]=1.[Cl-].[NH4+]>CC(N(C)C)=O.CO>[CH2:17]([N:12]1[CH2:11][CH2:10][C:9](=[O:15])[N:8]([CH3:16])[C:7]2[C:13]1=[N:14][C:4]([Cl:3])=[N:5][CH:6]=2)[C:18]1[CH:23]=[CH:22][CH:21]=[CH:20][CH:19]=1 |f:0.1,4.5|. Procedure: To a cooled (ice/water bath) suspension of sodium hydride (60% dispersion in mineral oil; 6.5 mg, 0.16 mmol) in DMA (0.5 mL) was added a solution of 10-chloro-6-methyl-2,6,9,11-tetrazabicyclo[5.4.0]undeca-7,9,11-trien-5-one (Intermediate 100; 32 mg, 0.15 mmol) in DMA (1.0 mL). The reaction mixture was allowed to stir, under nitrogen, in an ice bath for 15 minutes prior to addition of Benzyl bromide (Aldrich; 20 μl, 0.17 mmol). The reaction mixture was stirred on an ice bath for 15 minutes and th... Reactants: C(C)OC(C(=O)C=1SC=CC1)=O (thiophenyl oxo-acetic acid ethyl ester), C(C)OC(C(=O)C=1SC=CC1)=O (thiophenyl oxo-acetic acid ethyl ester), Cl (hydrochloric acid). Run in CC(=O)C (acetone), O (water). The product is S1C(=CC=C1)C(C(=O)O)=O (thiophenyl oxo-acetic acid). RXN SMILES: C([O:3][C:4](=[O:12])[C:5]([C:7]1[S:8][CH:9]=[CH:10][CH:11]=1)=[O:6])C.Cl>CC(C)=O.O>[S:8]1[CH:9]=[CH:10][CH:11]=[C:7]1[C:5](=[O:6])[C:4]([OH:12])=[O:3]. Reported procedure: The thiophenyl oxo-acetic acid ethyl ester VII, VIIa or VIIb may be subjected to hydrolysis to provide the corresponding thiophenyl oxo-acetic acid IV, IVa or IVb. The hydrolysis may be carried out under either acidic or basic conditions. Basic hydrolysis can typically be carried out by treating a solution of a thiophenyl oxo-acetic acid ethyl ester such as VII, VIIa or VIIb (1.0 equivalent) in an aqueous mixture of an appropriate solvent such as methanol, tetrahydrofuran or 1,4-dioxane with a s... The reactants are FC(C(=O)NCC#CC1=CN(C2=CC=C(C=C12)[N+](=O)[O-])C1OC(C(C1)O)CO)(F)F (2,2,2-Trifluoro-N-{3-[1-(4-hydroxy-5-hydroxymethyl-tetrahydro-furan-2-yl)-5-nitro-1H-indol-3-yl]-prop-2-ynyl}-acetamide), [H][H] (hydrogen), C1(=CC=CC=C1)C.C(C)OC(C)=O.CO (toluene acetic acid ethyl ester methanol). Reagents/catalysts: [Pd] (palladium on charcoal). Run in C(C)O (ethanol). Yields the product NC=1C=C2C(=CN(C2=CC1)C1OC(C(C1)O)CO)CCCNC(C(F)(F)F)=O (N-{3-[5-Amino-1-(4-hydroxy-5-hydroxymethyl-tetrahydro-furan-2-yl)-1H-indol-3-yl]-propyl}-2,2,2-trifluoro-acetamide). RXN SMILES: [F:1][C:2]([F:30])([F:29])[C:3]([NH:5][CH2:6][C:7]#[C:8][C:9]1[C:17]2[C:12](=[CH:13][CH:14]=[C:15]([N+:18]([O-])=O)[CH:16]=2)[N:11]([CH:21]2[CH2:25][CH:24]([OH:26])[CH:23]([CH2:27][OH:28])[O:22]2)[CH:10]=1)=[O:4].[H][H].C1(C)C=CC=CC=1.C(OC(=O)C)C.CO>[Pd].C(O)C>[NH2:18][C:15]1[CH:16]=[C:17]2[C:12](=[CH:13][CH:14]=1)[N:11]([CH:21]1[CH2:25][CH:24]([OH:26])[CH:23]([CH2:27][OH:28])[O:22]1)[CH:10]=[C:9]2[CH2:8][CH2:7][CH2:6][NH:5][C:3](=[O:4])[C:2]([F:30])([F:29])[F:1] |f:2.3.4|. Procedure: 4.0 g (9.3 mmol) 2,2,2-Trifluoro-N-{3-[1-(4-hydroxy-5-hydroxymethyl-tetrahydro-furan-2-yl)-5-nitro-1H-indol-3-yl]-prop-2-ynyl}-acetamide and 650 mg 5% (w/w) palladium on charcoal (Fluka No: 75992) were suspended in 100 ml anhydrous ethanol and placed under argon atmosphere in a flask. The argon was substituted by hydrogen (Whatman hydrogen generator). The hydrogenation was monitored by TLC (Silica Gel Merck F60, developing solvent: toluene/acetic acid ethyl ester/methanol 4:1:1 (v/v/v)) and stop...